describe an organic reaction: reactants, conditions, products, and yield From a dataset of the Open Reaction Database (ORD), a public repository of structured organic reaction records. Starting materials: CCOCC, COC(=O)OC1CC2=CC=C3C4CCC(C(C)CSc5ccccc5)C4(C)CCC3C2(C)C(OC(=O)OC)C1, [O-][I+3]([O-])([O-])[O-], [Na+], C1CCOC1. Product: COC(=O)OC1CC2=CC=C3C4CCC(C(C)CS(=O)c5ccccc5)C4(C)CCC3C2(C)C(OC(=O)OC)C1. Reaction SMILES: [CH3:51][CH2:52][O:53][CH2:54][CH3:55].[CH3:7][CH:8]([CH2:9][S:10][c:11]1[cH:12][cH:13][cH:14][cH:15][cH:16]1)[CH:17]1[CH2:18][CH2:19][CH:20]2[C:21]3=[CH:22][CH:23]=[C:24]4[CH2:25][CH:26]([O:41][C:42](=[O:43])[O:44][CH3:45])[CH2:27][CH:28]([O:36][C:37](=[O:38])[O:39][CH3:40])[C:29]4([CH3:30])[CH:31]3[CH2:32][CH2:33][C:34]12[CH3:35].[I+3:1]([O-:2])([O-:3])([O-:4])[O-:5].[Na+:6].[O:46]1[CH2:47][CH2:48][CH2:49][CH2:50]1>>[O:2]=[S:10]([CH2:9][CH:8]([CH3:7])[CH:17]1[CH2:18][CH2:19][CH:20]2[C:21]3=[CH:22][CH:23]=[C:24]4[CH2:25][CH:26]([O:41][C:42](=[O:43])[O:44][CH3:45])[CH2:27][CH:28]([O:36][C:37](=[O:38])[O:39][CH3:40])[C:29]4([CH3:30])[CH:31]3[CH2:32][CH2:33][C:34]12[CH3:35])[c:11]1[cH:12][cH:13][cH:14][cH:15][cH:16]1. Reactants: SCc1ccccc1, CC#N, C[N+](=O)[O-], NCCN, CC(=O)CCO. Yields the product CC(CCO)(C[N+](=O)[O-])SCc1ccccc1. RXN SMILES: [CH2:7]([c:8]1[cH:9][cH:10][cH:11][cH:12][cH:13]1)[SH:14].[CH3:23][C:24]#[N:25].[N+:15](=[O:16])([O-:17])[CH3:18].[NH2:19][CH2:20][CH2:21][NH2:22].[OH:1][CH2:2][CH2:3][C:4]([CH3:5])=[O:6]>>[OH:1][CH2:2][CH2:3][C:4]([CH3:5])([S:14][CH2:7][c:8]1[cH:9][cH:10][cH:11][cH:12][cH:13]1)[CH2:18][N+:15](=[O:16])[O-:17]. Starting materials: C1(=CC=CC=C1)C(C(=O)N=C=O)C1=CC=CC=C1 (diphenylacetyl isocyanate), C(C)(C)O (isopropyl alcohol). Yields the product C(C)(C)OC(NC(C(C1=CC=CC=C1)C1=CC=CC=C1)=O)=O (Diphenylacetyl-carbamic acid isopropyl ester). As a reaction SMILES: [C:1]1([CH:7]([C:13]2[CH:18]=[CH:17][CH:16]=[CH:15][CH:14]=2)[C:8]([N:10]=[C:11]=[O:12])=[O:9])[CH:6]=[CH:5][CH:4]=[CH:3][CH:2]=1.[CH:19]([OH:22])([CH3:21])[CH3:20]>>[CH:19]([O:22][C:11](=[O:12])[NH:10][C:8](=[O:9])[CH:7]([C:1]1[CH:6]=[CH:5][CH:4]=[CH:3][CH:2]=1)[C:13]1[CH:18]=[CH:17][CH:16]=[CH:15][CH:14]=1)([CH3:21])[CH3:20]. Procedure: The title compound, white solid, m.p. 122-124° C. and MS: m/e=297 (M+) was prepared in accordance with the general method of example 1 from diphenylacetyl isocyanate and isopropyl alcohol. Starting materials: CCOCC(=O)O, Cc1ccccc1CNC(=O)C1N(C(=O)C(O)C(Cc2ccccc2)NC(=O)C(N)C(C)C)CSC1(C)C, CCOC(C)=O, CN(C)C=O, On1nnc2ccccc21. Product: CCOCC(=O)NC(C(=O)NC(Cc1ccccc1)C(O)C(=O)N1CSC(C)(C)C1C(=O)NCc1ccccc1C)C(C)C. RXN SMILES: [CH2:1]([CH3:2])[O:3][CH2:4][C:5](=[O:6])[OH:7].[CH3:18][c:19]1[c:20]([CH2:21][NH:22][C:23](=[O:24])[CH:25]2[N:26]([C:32]([CH:33]([CH:34]([CH2:35][c:36]3[cH:37][cH:38][cH:39][cH:40][cH:41]3)[NH:42][C:43]([CH:44]([NH2:45])[CH:46]([CH3:47])[CH3:48])=[O:49])[OH:50])=[O:51])[CH2:27][S:28][C:29]2([CH3:30])[CH3:31])[cH:52][cH:53][cH:54][cH:55]1.[CH3:56][CH2:57][O:58][C:59](=[O:60])[CH3:61].[O:62]=[CH:63][N:64]([CH3:65])[CH3:66].[OH:8][n:9]1[c:10]2[c:11]([cH:12][cH:13][cH:14][cH:15]2)[n:16][n:17]1>>[CH2:1]([CH3:2])[O:3][CH2:4][C:5](=[O:7])[NH:45][CH:44]([C:43]([NH:42][CH:34]([CH:33]([C:32]([N:26]1[CH:25]([C:23]([NH:22][CH2:21][c:20]2[c:19]([CH3:18])[cH:55][cH:54][cH:53][cH:52]2)=[O:24])[C:29]([CH3:30])([CH3:31])[S:28][CH2:27]1)=[O:51])[OH:50])[CH2:35][c:36]1[cH:37][cH:38][cH:39][cH:40][cH:41]1)=[O:49])[CH:46]([CH3:47])[CH3:48].